Task: describe an organic reaction: reactants, conditions, products, and yield. Dataset: the Open Reaction Database (ORD), a public repository of structured organic reaction records The reagents and catalysts are CC(=O)C (acetone). RXN SMILES: [CH3:1][O:2][C:3]1[CH:8]=[CH:7][C:6]([N:9]2[C:13]3[C:14](=[O:29])[N:15]([C:18]4[CH:23]=[CH:22][C:21]([C:24]5([NH:27][CH3:28])[CH2:26][CH2:25]5)=[CH:20][CH:19]=4)[CH2:16][CH2:17][C:12]=3[C:11]([C:30]([F:33])([F:32])[F:31])=[N:10]2)=[CH:5][CH:4]=1.C=O.[CH3:36]C(O)=O.[BH3-]C#N.[Na+].[OH-].[Na+]>CC#N.CC(C)=O>[CH3:28][N:27]([CH3:36])[C:24]1([C:21]2[CH:22]=[CH:23][C:18]([N:15]3[CH2:16][CH2:17][C:12]4[C:11]([C:30]([F:32])([F:33])[F:31])=[N:10][N:9]([C:6]5[CH:7]=[CH:8][C:3]([O:2][CH3:1])=[CH:4][CH:5]=5)[C:13]=4[C:14]3=[O:29])=[CH:19][CH:20]=2)[CH2:26][CH2:25]1 |f:3.4,5.6|. Product: CN(C1(CC1)C1=CC=C(C=C1)N1C(C2=C(CC1)C(=NN2C2=CC=C(C=C2)OC)C(F)(F)F)=O)C (6-[4-(1-Dimethylaminocyclopropyl)phenyl]-1-(4-methoxyphenyl)-3-trifluoromethyl-1,4,5,6-tetrahydro-pyrazolo[3,4-c]pyridin-7-one). Solvent: CC#N (CH3CN). Reaction conditions: time 15 minute. The yield is 50.6%. The reactants are [BH3-]C#N.[Na+] (NaBH3CN), COC1=CC=C(C=C1)N1N=C(C2=C1C(N(CC2)C2=CC=C(C=C2)C2(CC2)NC)=O)C(F)(F)F (1-(4-Methoxyphenyl)-6-[4-(1-methylaminocyclopropyl)-phenyl]-3-trifluoromethyl-1,4,5,6-tetrahydro-pyrazolo[3,4-c]pyridin-7-one), C=O (formaldehyde), CC(=O)O (HOAc), [OH-].[Na+] (NaOH). Procedure: The product from Example 130 (30 mg, 0.066 mmol) was stirred in CH3CN (0.2 mL) at rt under N2. Aqueous formaldehyde (0.07 mL, 7 mmol, 10 eq) was added followed by the addition of HOAc (0.012 mL, 0.21 mmol, 3.2 eq). The mixture was stirred for 15 min, and then NaBH3CN (12 mg, 0.198 mmol) was added. The mixture was stirred at rt for 2 h. Several drops of acetone were added followed by 1N NaOH. The mixture was extracted with CH2Cl2, washed with H2O and brine, dried over MgSO4, and concentrated to d... Starting materials: CCO, Cl, NNc1cccc(F)c1, O=C1Nc2ccc3ncsc3c2C1=O. Product: O=C1Nc2ccc3ncsc3c2C1=NNc1cccc(F)c1. RXN SMILES: [CH3:25][CH2:26][OH:27].[ClH:15].[F:16][c:17]1[cH:18][c:19]([NH:23][NH2:24])[cH:20][cH:21][cH:22]1.[s:1]1[cH:2][n:3][c:4]2[cH:5][cH:6][c:7]3[c:11]([c:12]12)[C:10](=[O:13])[C:9](=[O:14])[NH:8]3>>[s:1]1[cH:2][n:3][c:4]2[cH:5][cH:6][c:7]3[c:11]([c:12]12)[C:10](=[N:24][NH:23][c:19]1[cH:18][c:17]([F:16])[cH:22][cH:21][cH:20]1)[C:9](=[O:14])[NH:8]3. Yields the product BrC=1C(=NN(C1C)CCCC)C#N (4-bromo-1-butyl-5-methyl-1H-pyrazole-3-carbonitrile). Reactants: C(CCC)N1N=C(C=C1C)C#N (1-Butyl-5-methyl-1H-pyrazole-3-carbonitrile), C(C)(=O)[O-].[K+] (potassium acetate), BrBr (bromine). Reported procedure: 1-Butyl-5-methyl-1H-pyrazole-3-carbonitrile (6.58 g, 38 mmol) was treated with potassium acetate (57.2 mmol) and bromine (41.9 mmol) in acetic acid (50 mL) according to a modification of the method described in Part F of Examples 1-4. The reaction provided 9.3 g of 4-bromo-1-butyl-5-methyl-1H-pyrazole-3-carbonitrile as a colorless oil that crystallized upon standing. The crystals were used without purification. RXN SMILES: [CH2:1]([N:5]1[C:9]([CH3:10])=[CH:8][C:7]([C:11]#[N:12])=[N:6]1)[CH2:2][CH2:3][CH3:4].C([O-])(=O)C.[K+].[Br:18]Br>C(O)(=O)C>[Br:18][C:8]1[C:7]([C:11]#[N:12])=[N:6][N:5]([CH2:1][CH2:2][CH2:3][CH3:4])[C:9]=1[CH3:10] |f:1.2|. The yield is 101.1%. Solvent: C(C)(=O)O (acetic acid). Starting materials: O=C(CBr)OCc1ccccc1, O=C([O-])[O-], CCOC(=O)N1CCN(C(=O)C(CC(=O)OC(C)(C)C)NC(=O)c2cc(O)n(-c3cccc(F)c3)n2)CC1, CCOC(C)=O, [Cs+], [Cs+], CN(C)C=O. Product: CCOC(=O)N1CCN(C(=O)C(CC(=O)OC(C)(C)C)NC(=O)c2cc(OCC(=O)OCc3ccccc3)n(-c3cccc(F)c3)n2)CC1. Reaction SMILES: [Br:39][CH2:40][C:41](=[O:42])[O:43][CH2:44][c:45]1[cH:46][cH:47][cH:48][cH:49][cH:50]1.[C:51](=[O:52])([O-:53])[O-:54].[CH2:1]([CH3:2])[O:3][C:4](=[O:5])[N:6]1[CH2:7][CH2:8][N:9]([C:12]([CH:13]([CH2:14][C:15](=[O:16])[O:17][C:18]([CH3:19])([CH3:20])[CH3:21])[NH:22][C:23](=[O:24])[c:25]2[n:26][n:27](-[c:31]3[cH:32][c:33]([F:37])[cH:34][cH:35][cH:36]3)[c:28]([OH:30])[cH:29]2)=[O:38])[CH2:10][CH2:11]1.[CH3:62][CH2:63][O:64][C:65](=[O:66])[CH3:67].[Cs+:55].[Cs+:56].[O:57]=[CH:58][N:59]([CH3:60])[CH3:61]>>[CH2:1]([CH3:2])[O:3][C:4](=[O:5])[N:6]1[CH2:7][CH2:8][N:9]([C:12]([CH:13]([CH2:14][C:15](=[O:16])[O:17][C:18]([CH3:19])([CH3:20])[CH3:21])[NH:22][C:23](=[O:24])[c:25]2[n:26][n:27](-[c:31]3[cH:32][c:33]([F:37])[cH:34][cH:35][cH:36]3)[c:28]([O:30][CH2:40][C:41](=[O:42])[O:43][CH2:44][c:45]3[cH:46][cH:47][cH:48][cH:49][cH:50]3)[cH:29]2)=[O:38])[CH2:10][CH2:11]1.